From a dataset of the Open Reaction Database (ORD), a public repository of structured organic reaction records. describe an organic reaction: reactants, conditions, products, and yield The reactants are C(=O)(C(F)(F)F)O (TFA), CC(C)(C)N(C([O-])=O)CC1=C(C(=C(C=C1)CC)OC1=CC(=CC(=C1)C#N)Cl)F (1,1-dimethylethyl({3-[(3-chloro-5-cyanophenyl)oxy]-4-ethyl-2-fluorophenyl}methyl)carbamate). Solvent: C(Cl)Cl (DCM). Reaction conditions: time 16 hour. The product is NCC=1C(=C(C(=CC1)CC)OC=1C=C(C#N)C=C(C1)Cl)F (3-{[3-(aminomethyl)-6-ethyl-2-fluorophenyl]oxy}-5-chlorobenzonitrile). Isolated yield 101.0%. As a reaction SMILES: C(O)(C(F)(F)F)=O.CC([N:12]([CH2:16][C:17]1[CH:22]=[CH:21][C:20]([CH2:23][CH3:24])=[C:19]([O:25][C:26]2[CH:31]=[C:30]([C:32]#[N:33])[CH:29]=[C:28]([Cl:34])[CH:27]=2)[C:18]=1[F:35])C(=O)[O-])(C)C>C(Cl)Cl>[NH2:12][CH2:16][C:17]1[C:18]([F:35])=[C:19]([O:25][C:26]2[CH:31]=[C:30]([CH:29]=[C:28]([Cl:34])[CH:27]=2)[C:32]#[N:33])[C:20]([CH2:23][CH3:24])=[CH:21][CH:22]=1. Procedure: TFA (1.903 ml, 24.70 mmol) was added to a solution of 1,1-dimethylethyl({3-[(3-chloro-5-cyanophenyl)oxy]-4-ethyl-2-fluorophenyl}methyl)carbamate (0.5 g, 1.235 mmol) in DCM (30 mL) at RT under an atmosphere of nitrogen. After 16 h, the solution was concentrated under vacuum. Saturated NaHCO3 solution (100 mL) and ethyl acetate (100 mL) were added and the mixture was stirred for 1 h. The organic layer was separated, washed with water (100 mL), brine (100 mL), dried over Na2SO4, filtered and concen... Starting materials: CN1CCCC1=O, CO, O=C1N(C2CCCCC2)CCC12CCNCC2, CCN(C(C)C)C(C)C, Clc1cccnc1Cl, O=C(O)C(F)(F)F. Yields the product O=C1N(C2CCCCC2)CCC12CCN(c1ncccc1Cl)CC2. As a reaction SMILES: [CH3:42][N:43]1[C:44](=[O:45])[CH2:46][CH2:47][CH2:48]1.[CH3:49][OH:50].[CH:1]1([N:7]2[C:8](=[O:17])[C:9]3([CH2:10][CH2:11]2)[CH2:12][CH2:13][NH:14][CH2:15][CH2:16]3)[CH2:2][CH2:3][CH2:4][CH2:5][CH2:6]1.[CH:26]([N:27]([CH2:28][CH3:29])[CH:30]([CH3:31])[CH3:32])([CH3:33])[CH3:34].[Cl:18][c:19]1[n:20][cH:21][cH:22][cH:23][c:24]1[Cl:25].[OH:35][C:36]([C:37]([F:38])([F:39])[F:40])=[O:41]>>[CH:1]1([N:7]2[C:8](=[O:17])[C:9]3([CH2:10][CH2:11]2)[CH2:12][CH2:13][N:14]([c:19]2[n:20][cH:21][cH:22][cH:23][c:24]2[Cl:25])[CH2:15][CH2:16]3)[CH2:2][CH2:3][CH2:4][CH2:5][CH2:6]1. Yields the product CCCOC1CN(c2nc(C(=O)NC(C)OC)c(C(=O)OCC)s2)CCC1NC(=O)c1nc(Cl)c(CC)[nH]1. RXN SMILES: [CH3:35][O:36][CH:37]([CH3:38])[NH2:39].[Cl:1][c:2]1[n:3][c:4]([C:9](=[O:10])[NH:11][CH:12]2[CH:13]([O:31][CH2:32][CH2:33][CH3:34])[CH2:14][N:15]([c:18]3[s:19][c:20]([C:26](=[O:27])[O:28][CH2:29][CH3:30])[c:21]([C:23](=[O:24])[OH:25])[n:22]3)[CH2:16][CH2:17]2)[nH:5][c:6]1[CH2:7][CH3:8].[OH:40][n:41]1[c:42]2[c:43]([cH:44][cH:45][cH:46][cH:47]2)[n:48][n:49]1>>[Cl:1][c:2]1[n:3][c:4]([C:9](=[O:10])[NH:11][CH:12]2[CH:13]([O:31][CH2:32][CH2:33][CH3:34])[CH2:14][N:15]([c:18]3[s:19][c:20]([C:26](=[O:27])[O:28][CH2:29][CH3:30])[c:21]([C:23](=[O:24])[NH:39][CH:37]([O:36][CH3:35])[CH3:38])[n:22]3)[CH2:16][CH2:17]2)[nH:5][c:6]1[CH2:7][CH3:8]. The reactants are COC(C)N, CCCOC1CN(c2nc(C(=O)O)c(C(=O)OCC)s2)CCC1NC(=O)c1nc(Cl)c(CC)[nH]1, On1nnc2ccccc21. Starting materials: C(=O)(O)C=1C=C(C=CC1)NC1=NC=C(C(=N1)NC1=CC(=CC=C1)C(=O)O)F (N2,N4-bis(3-carboxyphenyl)-5-fluoro-2,4-pyrimidinediamine), COC1=C(C=C(C=C1)NC1=NC=C(C(=N1)NC1=CC(=C(C=C1)OC)C(=O)OC)F)C(=O)OC (N2,N4-bis[4-methoxy-3-(methoxycarbonyl)phenyl]-5-fluoro-2,4-pyrimidinediamine), [OH-].[Na+] (NaOH). Product: C(=O)(O)C=1C=C(C=CC1OC)NC1=NC=C(C(=N1)NC1=CC(=C(C=C1)OC)C(=O)O)F (N2,N4-bis(3-carboxy-4-methoxyphenyl)-5-fluoro-2,4-pyrimidinediamine). Isolated yield 103.8%. As a reaction SMILES: C(C1C=C(NC2N=C(NC3C=CC=C(C(O)=O)C=3)C(F)=CN=2)C=CC=1)(O)=O.[CH3:28][O:29][C:30]1[CH:35]=[CH:34][C:33]([NH:36][C:37]2[N:42]=[C:41]([NH:43][C:44]3[CH:49]=[CH:48][C:47]([O:50][CH3:51])=[C:46]([C:52]([O:54]C)=[O:53])[CH:45]=3)[C:40]([F:56])=[CH:39][N:38]=2)=[CH:32][C:31]=1[C:57]([O:59]C)=[O:58].[OH-].[Na+]>>[C:57]([C:31]1[CH:32]=[C:33]([NH:36][C:37]2[N:42]=[C:41]([NH:43][C:44]3[CH:49]=[CH:48][C:47]([O:50][CH3:51])=[C:46]([C:52]([OH:54])=[O:53])[CH:45]=3)[C:40]([F:56])=[CH:39][N:38]=2)[CH:34]=[CH:35][C:30]=1[O:29][CH3:28])([OH:59])=[O:58] |f:2.3|. Procedure details: In a manner analogous to the preparation of N2,N4-bis(3-carboxyphenyl)-5-fluoro-2,4-pyrimidinediamine, N2,N4-bis[4-methoxy-3-(methoxycarbonyl)phenyl]-5-fluoro-2,4-pyrimidinediamine (80 mg, 0.18 mmol) and NaOH (200 mg, 5 mmol) gave N2,N4-bis(3-carboxy-4-methoxyphenyl)-5-fluoro-2,4-pyrimidinediamine (80 mg). 1H NMR (DMSO-d6): δ 3.75 (s, 3H), 3.80 (s, 3H), 6.94 (d, J=9.6 Hz, 1H), 7.05 (d, J=9.3 Hz, 1H), 7.78–7.80 (m, 3H), 7.94 (dd, J=9.3 Hz, 1H), 8.04 (d, J=3.6 Hz, 1H), 9.10 (s, 1H, NH), 9.30 (s, 1... Reactants: C(C)NC(N(CC1=C(C=CC(=C1)[N+](=O)[O-])OC)CCO)=O (3-Ethyl-1-(2-hydroxy-ethyl)-1-(2-methoxy-5-nitro-benzyl)-urea), C(C)O (Ethanol). Reagents/catalysts: [Pd] (Pd/C). Product: NC=1C=CC(=C(CN(C(=O)NCC)CCO)C1)OC (1-(5-Amino-2-methoxy-benzyl)-3-ethyl-1-(2-hydroxy-ethyl)-urea). Isolated yield 106.9%. RXN SMILES: [CH2:1]([NH:3][C:4](=[O:21])[N:5]([CH2:18][CH2:19][OH:20])[CH2:6][C:7]1[CH:12]=[C:11]([N+:13]([O-])=O)[CH:10]=[CH:9][C:8]=1[O:16][CH3:17])[CH3:2].C(O)C>[Pd]>[NH2:13][C:11]1[CH:10]=[CH:9][C:8]([O:16][CH3:17])=[C:7]([CH:12]=1)[CH2:6][N:5]([CH2:18][CH2:19][OH:20])[C:4]([NH:3][CH2:1][CH3:2])=[O:21]. Procedure: 3-Ethyl-1-(2-hydroxy-ethyl)-1-(2-methoxy-5-nitro-benzyl)-urea (0.43 g, 0.0014 mol) in Ethanol (50 mL, 0.8 mol) was hydrogenated with 10% Pd/C (10:90, Palladium:carbon black, 0.027 g) catalyst overnight. The reaction was filtered and the filtrate evaporated to give 1-(5-Amino-2-methoxy-benzyl)-3-ethyl-1-(2-hydroxy-ethyl)-urea as a yellow oil (0.40 g, 75%). 0.020 g was chromatographed on Alumina with DCM/IPA (20-1) giving 1-(5-Amino-2-methoxy-benzyl)-3-ethyl-1-(2-hydroxy-ethyl)-urea as an oil (0.0...